Dataset: the Open Reaction Database (ORD), a public repository of structured organic reaction records. Task: describe an organic reaction: reactants, conditions, products, and yield Starting materials: O=Cc1cc(F)cc(F)c1O, O=c1cc(N2CCNCC2)nc[nH]1. The product is O=c1cc(N2CCN(Cc3cc(F)cc(F)c3O)CC2)nc[nH]1. As a reaction SMILES: [F:14][c:15]1[c:16]([OH:24])[c:17]([CH:18]=[O:19])[cH:20][c:21]([F:23])[cH:22]1.[N:1]1([c:7]2[cH:8][c:9](=[O:13])[nH:10][cH:11][n:12]2)[CH2:2][CH2:3][NH:4][CH2:5][CH2:6]1>>[N:1]1([c:7]2[cH:8][c:9](=[O:13])[nH:10][cH:11][n:12]2)[CH2:2][CH2:3][N:4]([CH2:18][c:17]2[c:16]([OH:24])[c:15]([F:14])[cH:22][c:21]([F:23])[cH:20]2)[CH2:5][CH2:6]1. Starting materials: OB1OC(C2=C1C=C(C=C2C)O)CC(=O)OCC (ethyl 2-(1,6-dihydroxy-4-methyl-1,3-dihydrobenzo[c][1,2]oxaborol-3-yl)acetate), CCN(C(C)C)C(C)C (DIPEA), CS(=O)(=O)Cl (MsCl). The solvent is C(Cl)Cl (DCM). Reaction conditions: time 8 hour. Product: OB1OC(C2=C1C=C(C=C2C)OS(=O)(=O)C)CC(=O)OCC (Ethyl 2-(1-hydroxy-4-methyl-6-(methylsulfonyloxy)-1,3-dihydrobenzo[c][1,2]oxaborol-3-yl)acetate). As a reaction SMILES: [OH:1][B:2]1[C:6]2[CH:7]=[C:8]([OH:12])[CH:9]=[C:10]([CH3:11])[C:5]=2[CH:4]([CH2:13][C:14]([O:16][CH2:17][CH3:18])=[O:15])[O:3]1.CCN(C(C)C)C(C)C.[CH3:28][S:29](Cl)(=[O:31])=[O:30]>C(Cl)Cl>[OH:1][B:2]1[C:6]2[CH:7]=[C:8]([O:12][S:29]([CH3:28])(=[O:31])=[O:30])[CH:9]=[C:10]([CH3:11])[C:5]=2[CH:4]([CH2:13][C:14]([O:16][CH2:17][CH3:18])=[O:15])[O:3]1. Procedure details: To a solution of ethyl 2-(1,6-dihydroxy-4-methyl-1,3-dihydrobenzo[c][1,2]oxaborol-3-yl)acetate (500 mg, 2 mmol), DIPEA (774 mg, 6 mmol) in DCM (10 mL) was slowly added MsCl (366 mg, 3.2 mmol) at −78° C. The reaction mixture was stirred overnight at room temperature, quenched with saturated NH4Cl and washed with saturated NaHCO3 and brine. The organic layer was dried over anhydrous Na2SO4 and concentrated in vacuo. The residue was used directly in next step reaction without further purification. ...